This data is from the Open Reaction Database (ORD), a public repository of structured organic reaction records. The task is: describe an organic reaction: reactants, conditions, products, and yield Reactants: CN1C(N(C(C1=NC(C(C(Cl)(Cl)Cl)Cl)Cl)=O)C1=C(C=CC=C1)F)=O (1-methyl-3-(2-fluorophenyl)-5-(1,2,3,3,3-pentachloropropyl)imino-1,3-diazolidine-2,4-dione), FC1=C(C=CC=C1)N1CN(CC1=NC(C(C(Cl)(Cl)Cl)Cl)Cl)C (2-fluorophenyl-3-methyl-5-(1,2,3,3,3-pentachloropropyl)imino-1,3-diazolidine). Product: FC1=C(C=CC=C1)N1C(N(C(C1=NC(C(C(Cl)(Cl)Cl)Cl)Cl)=O)C1CCCCC1)=O (1-(2-fluorophenyl)-3-cyclohexyl-5-(1,2,3,3,3-pentachloropropyl)imino-1,3-diazolidine-2,4-dione). As a reaction SMILES: [CH3:1][N:2]1[C:6](=[N:7][CH:8]([Cl:15])[CH:9]([Cl:14])[C:10]([Cl:13])([Cl:12])[Cl:11])[C:5](=[O:16])[N:4]([C:17]2[CH:22]=[CH:21][CH:20]=[CH:19][C:18]=2F)[C:3]1=[O:24].[F:25][C:26]1C=[CH:30][CH:29]=[CH:28][C:27]=1N1C(=NC(Cl)C(Cl)C(Cl)(Cl)Cl)CN(C)C1>>[F:25][C:26]1[CH:27]=[CH:28][CH:29]=[CH:30][C:1]=1[N:2]1[C:6](=[N:7][CH:8]([Cl:15])[CH:9]([Cl:14])[C:10]([Cl:12])([Cl:11])[Cl:13])[C:5](=[O:16])[N:4]([CH:17]2[CH2:18][CH2:19][CH2:20][CH2:21][CH2:22]2)[C:3]1=[O:24]. Reported procedure: Similarly the reverse 1-position-3-position isomers of each of the above prepared compounds are prepared by using the corresponding position isomer of formula A as the starting material. For example by using 1-methyl-3-(2-fluorophenyl)-5-(1,2,3,3,3-pentachloropropyl)imino-1,3-diazolidine-2,4-dione in place of 1-(2-fluorophenyl-3-methyl-5-(1,2,3,3,3-pentachloropropyl)imino-1,3-diazolidine the following compounds (as well as the other position isomers of the above products) are prepared: Starting materials: CS(=O)(=O)C1=NC=C(C(=N1)N[C@@H]1CN(CCC1)S(=O)(=O)C)C=1N=C2C(=NC1)N(C=C2C#N)COCC[Si](C)(C)C.O2CCOCC2 (dioxane 2-[2-methanesulfonyl-4-((S)-1-methanesulfonyl-piperidin-3-ylamino)-pyrimidin-5-yl]-5-(2-trimethylsilanyl-ethoxymethyl)-5H-pyrrolo[2,3-b]pyrazine-7-carbonitrile), CNC (dimethylamine), CS(=O)(=O)C (methylsulfone). The product is CN(C1=NC=C(C(=N1)N[C@@H]1CN(CCC1)S(=O)(=O)C)C=1N=C2C(=NC1)NC=C2C#N)C (2-[2-dimethylamino-4-((S)-1-methanesulfonyl-piperidin-3-ylamino)-pyrimidin-5-yl]-5H-pyrrolo[2,3-b]pyrazine-7-carbonitrile). Reaction SMILES: CS([C:5]1[N:10]=[C:9]([NH:11][C@H:12]2[CH2:17][CH2:16][CH2:15][N:14]([S:18]([CH3:21])(=[O:20])=[O:19])[CH2:13]2)[C:8]([C:22]2[N:23]=[C:24]3[C:30]([C:31]#[N:32])=[CH:29][N:28](COCC[Si](C)(C)C)[C:25]3=[N:26][CH:27]=2)=[CH:7][N:6]=1)(=O)=O.O1CCOCC1.[CH3:47][NH:48][CH3:49].CS(C)(=O)=O>>[CH3:47][N:48]([CH3:49])[C:5]1[N:10]=[C:9]([NH:11][C@H:12]2[CH2:17][CH2:16][CH2:15][N:14]([S:18]([CH3:21])(=[O:19])=[O:20])[CH2:13]2)[C:8]([C:22]2[N:23]=[C:24]3[C:30]([C:31]#[N:32])=[CH:29][NH:28][C:25]3=[N:26][CH:27]=2)=[CH:7][N:6]=1 |f:0.1|. Procedure details: In a dioxane 2-[2-methanesulfonyl-4-((S)-1-methanesulfonyl-piperidin-3-ylamino)-pyrimidin-5-yl]-5-(2-trimethylsilanyl-ethoxymethyl)-5H-pyrrolo[2,3-b]pyrazine-7-carbonitrile derived from step 2 above, dimethylamine was used to displace the methylsulfone similar to examples above and the de-protection step was similar to Scheme 1, step 5 to give 2-[2-dimethylamino-4-((S)-1-methanesulfonyl-piperidin-3-ylamino)-pyrimidin-5-yl]-5H-pyrrolo[2,3-b]pyrazine-7-carbonitrile. MS: (ES+): 442. Procedure details: A mixture of 2-(4-fluorophenyl)-5-iodo-N-methyl-6-(methylsulfonamido)furo[2,3-b]pyridine-3-carboxamide (440 mg), Cs2CO3 (322 mg, 1.1 eq.), 5-bromopent-1-ene (402 mg, 3 eq.) and dry DMF (4.5 ml) was stirred in a microwave reactor at 150° C. for 15 min and cooled to rt. Water was added and the mixture was extracted with methylene chloride. The organic layer was washed with 2× water. Silica gel flash chromatography using 0-11% ether-methylene chloride yielded the title compound (250 mg, 55%). MS (E... Conditions: temperature 150 celsius, time 15 minute. The reactants are FC1=CC=C(C=C1)C1=C(C=2C(=NC(=C(C2)I)NS(=O)(=O)C)O1)C(=O)NC (2-(4-fluorophenyl)-5-iodo-N-methyl-6-(methylsulfonamido)furo[2,3-b]pyridine-3-carboxamide), C(=O)([O-])[O-].[Cs+].[Cs+] (Cs2CO3), BrCCCC=C (5-bromopent-1-ene), CN(C)C=O (DMF). Product: CNC(=O)C1=C(OC2=NC(=C(C=C21)I)N(CCCC=C)S(=O)(=O)C)C2=CC=C(C=C2)F (2-(4-Fluoro-phenyl)-5-iodo-6-(methanesulfonyl-pent-4-enyl-amino)-furo[2,3-b]pyridine-3-carboxylic acid methylamide). The yield is 49.9%. Reaction SMILES: [F:1][C:2]1[CH:7]=[CH:6][C:5]([C:8]2[O:22][C:11]3=[N:12][C:13]([NH:17][S:18]([CH3:21])(=[O:20])=[O:19])=[C:14]([I:16])[CH:15]=[C:10]3[C:9]=2[C:23]([NH:25][CH3:26])=[O:24])=[CH:4][CH:3]=1.C([O-])([O-])=O.[Cs+].[Cs+].Br[CH2:34][CH2:35][CH2:36][CH:37]=[CH2:38].CN(C=O)C>O>[CH3:26][NH:25][C:23]([C:9]1[C:10]2[C:11](=[N:12][C:13]([N:17]([S:18]([CH3:21])(=[O:20])=[O:19])[CH2:38][CH2:37][CH2:36][CH:35]=[CH2:34])=[C:14]([I:16])[CH:15]=2)[O:22][C:8]=1[C:5]1[CH:6]=[CH:7][C:2]([F:1])=[CH:3][CH:4]=1)=[O:24] |f:1.2.3|. Run in O (Water). Reaction SMILES: [CH3:1][N:2]([c:3]1[cH:4][c:5]([C:9](=[CH:10][CH:11]([CH3:12])[CH3:13])[c:14]2[cH:15][c:16]3[c:17]([n:18][cH:19][cH:20][cH:21]3)[nH:22]2)[cH:6][cH:7][cH:8]1)[CH3:23].[CH3:26][OH:27].[H:24][H:25].[O:28]1[CH2:29][CH2:30][CH2:31][CH2:32]1>>[CH3:1][N:2]([c:3]1[cH:4][c:5]([CH:9]([CH2:10][CH:11]([CH3:12])[CH3:13])[c:14]2[cH:15][c:16]3[c:17]([n:18][cH:19][cH:20][cH:21]3)[nH:22]2)[cH:6][cH:7][cH:8]1)[CH3:23]. Yields the product CC(C)CC(c1cccc(N(C)C)c1)c1cc2cccnc2[nH]1. Starting materials: CC(C)C=C(c1cccc(N(C)C)c1)c1cc2cccnc2[nH]1, CO, [H][H], C1CCOC1. Product: ClC=1C=C(C(=O)N[C@@H](C)C2=NC3=C(N2)C=C(C=C3)Cl)C=CC1S(=O)(=O)N1CCCC1 (3-chloro-N-[(1S)-1-(6-chloro-1H-benzimidazol-2-yl)ethyl]-4-(pyrrolidin-1-ylsulfonyl)benzamide). The solvent is C(C)(=O)OCC (ethyl acetate), CN(C=O)C (dimethylformamide). Yield: 50.0%. Reported procedure: Prepared analogously to Example 1g from 3-chloro-4-(pyrrolidin-1-ylsulfonyl)benzoic acid, TBTU, diisopropylethylamine, and (1S)-1-(6-chloro-1H-benzimidazol-2-yl)ethylamine in dimethylformamide. Yield: 50%; Rf value: 0.57 (silica gel; ethyl acetate); C20H20Cl2N4O3S (467.38); mass spectrum: (M+H)+=467/469/471 (chlorine isotope). Starting materials: ClCl (chlorine), C20H20Cl2N4O3S, ClC=1C=C(C(=O)O)C=CC1S(=O)(=O)N1CCCC1 (3-chloro-4-(pyrrolidin-1-ylsulfonyl)benzoic acid), CN(C)C(=[N+](C)C)ON1C2=C(C=CC=C2)N=N1.[B-](F)(F)(F)F (TBTU), C(C)(C)N(CC)C(C)C (diisopropylethylamine), ClC=1C=CC2=C(NC(=N2)[C@H](C)N)C1 ((1S)-1-(6-chloro-1H-benzimidazol-2-yl)ethylamine). RXN SMILES: [Cl:1][C:2]1[CH:3]=[C:4]([CH:8]=[CH:9][C:10]=1[S:11]([N:14]1[CH2:18][CH2:17][CH2:16][CH2:15]1)(=[O:13])=[O:12])[C:5]([OH:7])=O.CN(C(ON1N=NC2C=CC=CC1=2)=[N+](C)C)C.[B-](F)(F)(F)F.C(N(C(C)C)CC)(C)C.[Cl:50][C:51]1[CH:52]=[CH:53][C:54]2[N:58]=[C:57]([C@@H:59]([NH2:61])[CH3:60])[NH:56][C:55]=2[CH:62]=1.ClCl>CN(C)C=O.C(OCC)(=O)C>[Cl:1][C:2]1[CH:3]=[C:4]([CH:8]=[CH:9][C:10]=1[S:11]([N:14]1[CH2:18][CH2:17][CH2:16][CH2:15]1)(=[O:13])=[O:12])[C:5]([NH:61][C@H:59]([C:57]1[NH:56][C:55]2[CH:62]=[C:51]([Cl:50])[CH:52]=[CH:53][C:54]=2[N:58]=1)[CH3:60])=[O:7] |f:1.2|.